Dataset: the Open Reaction Database (ORD), a public repository of structured organic reaction records. Task: describe an organic reaction: reactants, conditions, products, and yield Reactants: C(C)(C)C1=C(C=CC=C1)NC1=C(C(=O)O)C=CC=C1 (2-(2′-Isopropylphenylamino)benzoic acid), P(=O)(Br)(Br)Br (phosphorus oxybromide). Reaction conditions: temperature 120 celsius. The product is BrC=1C2=CC=CC=C2N=C2C(=CC=CC12)C(C)C (9-Bromo-4-isopropyl-acridine). Isolated yield 102.5%. RXN SMILES: [CH:1]([C:4]1[CH:9]=[CH:8][CH:7]=[CH:6][C:5]=1[NH:10][C:11]1[CH:19]=[CH:18][CH:17]=[CH:16][C:12]=1[C:13](O)=O)([CH3:3])[CH3:2].P(Br)(Br)([Br:22])=O>>[Br:22][C:13]1[C:12]2[C:11]([N:10]=[C:5]3[C:6]=1[CH:7]=[CH:8][CH:9]=[C:4]3[CH:1]([CH3:3])[CH3:2])=[CH:19][CH:18]=[CH:17][CH:16]=2. Reported procedure: 2-(2′-Isopropylphenylamino)benzoic acid 8 (1.0 g, 3.9 mmol) was suspended in 11.0 g (38 mmol) of phosphorus oxybromide, and the mixture was heated to 120° C. for 2 hours. Excess phosphorus oxybromide was removed by distillation and the residual solution was poured into a 1:1 mixture of aqueous ammonium hydroxide:CH2Cl2. The CH2Cl2 solution was separated, dried, filtered, and the combined organic layers was dried in vacuum to give 10 (1.2 g, 79%) as yellow powder. 1H-NMR δ=1.45 (d, J=6.9 Hz, 6H),... Reactants: O=C([O-])[O-], C=CCBr, CN(C)C=O, COc1cc(C(=O)O)ccc1Cl, [K+], [K+]. Yields the product C=CCOC(=O)c1ccc(Cl)c(OC)c1. Reaction SMILES: [C:1](=[O:2])([O-:3])[O-:4].[CH2:7]([CH:8]=[CH2:9])[Br:10].[CH3:23][N:24]([CH3:25])[CH:26]=[O:27].[Cl:11][c:12]1[c:13]([O:21][CH3:22])[cH:14][c:15]([C:16](=[O:17])[OH:18])[cH:19][cH:20]1.[K+:5].[K+:6]>>[CH2:7]([CH:8]=[CH2:9])[O:18][C:16]([c:15]1[cH:14][c:13]([O:21][CH3:22])[c:12]([Cl:11])[cH:20][cH:19]1)=[O:17]. Starting materials: FC(C1=C(N)C=CC=C1)(F)F (2-(trifluoromethyl)aniline), [H-].[Na+] (NaH), O (water), ClC1=NC=CC(=N1)Cl (2,4-dichloropyrimidine). Solvent: CN(C)C=O (DMF). Conditions: time 24 hour. The product is FC(C1=C(C=CC=C1)NC1=NC(=NC=C1)Cl)(F)F (N4-(2-(Trifluoromethyl)phenyl)-2-chloropyrimidine-4-amine). As a reaction SMILES: [F:1][C:2]([F:11])([F:10])[C:3]1[CH:9]=[CH:8][CH:7]=[CH:6][C:4]=1[NH2:5].[H-].[Na+].[Cl:14][C:15]1[N:20]=[C:19](Cl)[CH:18]=[CH:17][N:16]=1.O>CN(C=O)C>[F:1][C:2]([F:10])([F:11])[C:3]1[CH:9]=[CH:8][CH:7]=[CH:6][C:4]=1[NH:5][C:17]1[CH:18]=[CH:19][N:20]=[C:15]([Cl:14])[N:16]=1 |f:1.2|. Procedure details: To a solution of 2-(trifluoromethyl)aniline (0.570 g, 3.54 mmol) in anhydrous DMF (4 mL), NaH (60% dispersion in mineral oil, 0.384 g, 9.6 mmol) was added portion wise at 0° C. under Argon, followed by the addition of 2,4-dichloropyrimidine (0.528 g, 3.54 mmol). The reaction mixture was slowly warmed to room temperature and stirred for a further 24 h. The solvent was removed under reduced pressure to provide a red/orange solid. The residue was slurried with water (30 mL) and solid was filtered a... Reactants: C1(=CC=CC=C1)C1OCC(CO1)C(=O)N1CCN(CC1)C1=C(C=C(C=C1)N1C(O[C@H](C1)COC1=NOC=C1)=O)F (3-(4-(4-(2-Phenyl-1,3-dioxan-5-ylcarbonyl)piperazin-1-yl)-3-fluorophenyl)-5(R)-(isoxazol-3-yloxymethyl)oxazolidin-2-one). The solvent is C(C)(=O)O (acetic acid), O (water). Reaction conditions: time 18 hour. The product is OCC(C(=O)N1CCN(CC1)C1=C(C=C(C=C1)N1C(O[C@H](C1)COC1=NOC=C1)=O)F)CO (3-(4-(4-(3-Hydroxy-2-hydroxymethylpropanoyl)piperazin-1-yl)-3-fluorophenyl)-5(R)-(isoxazol-3-yloxymethyl)oxazolidin-2-one). Isolated yield 62.2%. RXN SMILES: C1(C2[O:12][CH2:11][CH:10]([C:13]([N:15]3[CH2:20][CH2:19][N:18]([C:21]4[CH:26]=[CH:25][C:24]([N:27]5[CH2:31][C@H:30]([CH2:32][O:33][C:34]6[CH:38]=[CH:37][O:36][N:35]=6)[O:29][C:28]5=[O:39])=[CH:23][C:22]=4[F:40])[CH2:17][CH2:16]3)=[O:14])[CH2:9][O:8]2)C=CC=CC=1>C(O)(=O)C.O>[OH:8][CH2:9][CH:10]([CH2:11][OH:12])[C:13]([N:15]1[CH2:20][CH2:19][N:18]([C:21]2[CH:26]=[CH:25][C:24]([N:27]3[CH2:31][C@H:30]([CH2:32][O:33][C:34]4[CH:38]=[CH:37][O:36][N:35]=4)[O:29][C:28]3=[O:39])=[CH:23][C:22]=2[F:40])[CH2:17][CH2:16]1)=[O:14]. Procedure: 3-(4-(4-(2-Phenyl-1,3-dioxan-5-ylcarbonyl)piperazin-1-yl)-3-fluorophenyl)-5(R)-(isoxazol-3-yloxymethyl)oxazolidin-2-one (450 mg, 0.82 mmol) was dissolved in a mixture of acetic acid and water (4:1, 10 ml) and stirred at ambient temperature for 18 hours. After evaporation to dryness, the residue was azeotroped with toluene (15 ml), and the residual gum purified by chromatography on a 20 g silica Mega Bond Elut® column, eluting with a gradient increasing in polarity from 5 to 10% MeOH in dichlorom... Product: COc1cc(C(C)C)c(Oc2cnc(N)nc2N)cc1NC(N)=O. As a reaction SMILES: [CH3:22][C:23](=[O:24])[OH:25].[NH2:1][c:2]1[c:3]([O:20][CH3:21])[cH:4][c:5]([CH:17]([CH3:18])[CH3:19])[c:6]([O:7][c:8]2[c:9]([NH2:15])[n:10][c:11]([NH2:14])[n:12][cH:13]2)[cH:16]1.[Na:26][O:27][C:28]#[N:29].[OH2:30]>>[NH:1]([c:2]1[c:3]([O:20][CH3:21])[cH:4][c:5]([CH:17]([CH3:18])[CH3:19])[c:6]([O:7][c:8]2[c:9]([NH2:15])[n:10][c:11]([NH2:14])[n:12][cH:13]2)[cH:16]1)[C:28](=[O:27])[NH2:29]. Starting materials: CC(=O)O, COc1cc(C(C)C)c(Oc2cnc(N)nc2N)cc1N, N#CO[Na], O. Reactants: CC(=O)OC1c2ccccc2Oc2ccccc21, Cc1ccccc1, CCOC(=O)N1CCCC(N)C1. The product is CCOC(=O)N1CCCC(NC2c3ccccc3Oc3ccccc32)C1. Reaction SMILES: [C:13]([O:14][CH:17]1[c:18]2[cH:19][cH:20][cH:21][cH:22][c:23]2[O:24][c:25]2[cH:26][cH:27][cH:28][cH:29][c:30]21)(=[O:15])[CH3:16].[CH3:31][c:32]1[cH:33][cH:34][cH:35][cH:36][cH:37]1.[NH2:1][CH:2]1[CH2:3][N:4]([C:8](=[O:9])[O:10][CH2:11][CH3:12])[CH2:5][CH2:6][CH2:7]1>>[NH:1]([CH:2]1[CH2:3][N:4]([C:8](=[O:9])[O:10][CH2:11][CH3:12])[CH2:5][CH2:6][CH2:7]1)[CH:17]1[c:18]2[cH:19][cH:20][cH:21][cH:22][c:23]2[O:24][c:25]2[cH:26][cH:27][cH:28][cH:29][c:30]21.